From a dataset of the Open Reaction Database (ORD), a public repository of structured organic reaction records. describe an organic reaction: reactants, conditions, products, and yield Yields the product Cl, Cn1nccc1-c1ccc(C(=O)NC(CN)Cc2ccccc2)cc1C(F)(F)F. RXN SMILES: [CH2:37]1[O:38][CH2:39][CH2:40][CH2:41]1.[CH3:1][C:2]([N:5]([C:3](=[O:4])[O-:6])[CH2:9][CH:10]([CH2:11][c:12]1[cH:13][cH:14][cH:15][cH:16][cH:17]1)[NH:18][C:19](=[O:20])[c:21]1[cH:22][c:23]([C:33]([F:34])([F:35])[F:36])[c:24](-[c:27]2[cH:28][cH:29][n:30][n:31]2[CH3:32])[cH:25][cH:26]1)([CH3:7])[CH3:8].[CH3:43][OH:44].[ClH:42].[O:45]1[CH2:46][CH2:47][O:48][CH2:49][CH2:50]1>>[ClH:42].[NH2:5][CH2:9][CH:10]([CH2:11][c:12]1[cH:13][cH:14][cH:15][cH:16][cH:17]1)[NH:18][C:19](=[O:20])[c:21]1[cH:22][c:23]([C:33]([F:34])([F:35])[F:36])[c:24](-[c:27]2[cH:28][cH:29][n:30][n:31]2[CH3:32])[cH:25][cH:26]1. Starting materials: C1CCOC1, Cn1nccc1-c1ccc(C(=O)NC(Cc2ccccc2)CN(C(=O)[O-])C(C)(C)C)cc1C(F)(F)F, CO, Cl, C1COCCO1. Reactants: ClC1=C(C=C(C=C1)[N+](=O)[O-])S(=O)(=O)F (2-chloro-5-nitro benzene sulphonylfluoride). The reagents and catalysts are [Fe] (iron). Solvent: C(C)(=O)O (acetic acid). Run at time 8 hour. Product: ClC1=C(C=C(C=C1)N)S(=O)(=O)F (2-chloro-5-amino benzene sulphonylfluoride). RXN SMILES: [Cl:1][C:2]1[CH:7]=[CH:6][C:5]([N+:8]([O-])=O)=[CH:4][C:3]=1[S:11]([F:14])(=[O:13])=[O:12]>C(O)(=O)C.[Fe]>[Cl:1][C:2]1[CH:7]=[CH:6][C:5]([NH2:8])=[CH:4][C:3]=1[S:11]([F:14])(=[O:12])=[O:13]. Procedure details: The 2-chloro-5-nitro benzene sulphonylfluoride (2.4 parts) was stirred. in glacial acetic acid (25 parts) with iron powder (2 parts). Heated to reflux and stirred at reflux for 2.5 hours, then cooled to room temperature, poured onto ice/water and allowed to stand at room temperature overnight. The resultant precipitate was filtered off and dried in air to yield the product 2-chloro-5-amino benzene sulphonylfluoride (0.8 parts).